This data is from the Open Reaction Database (ORD), a public repository of structured organic reaction records. The task is: describe an organic reaction: reactants, conditions, products, and yield The reactants are C(C)(C)(C)OC(=O)C1=CC2=C(C=C(O2)C(=O)O)C=C1 (6-(tert-butoxycarbonyl)-1-benzofuran-2-carboxylic acid), Cl (hydrochloric acid), FC(C(N)C1=CC(=CC=C1)C(F)(F)F)(F)F (2,2,2-trifluoro-1-[3-trifluoromethylphenyl]ethanamine), O.[Cl-].COC1=NC(=NC(=N1)OC)[N+]1(CCOCC1)C (4-(4,6-dimethoxy[1.3.5]triazin-2-yl)-4-methylmorpholinium chloride hydrate). The solvent is CN(C=O)C (N,N-dimethylformamide). Reaction conditions: temperature 50 celsius, time 8 hour. Product: FC(C(C1=CC(=CC=C1)C(F)(F)F)NC(=O)C=1OC2=C(C1)C=CC(=C2)C(=O)OC(C)(C)C)(F)F (tert-Butyl 2-({2,2,2-trifluoro-1-[3-(trifluoromethyl)phenyl]ethyl}carbamoyl)-1-benzofuran-6-carboxylate). As a reaction SMILES: [C:1]([O:5][C:6]([C:8]1[CH:19]=[CH:18][C:11]2[CH:12]=[C:13]([C:15]([OH:17])=O)[O:14][C:10]=2[CH:9]=1)=[O:7])([CH3:4])([CH3:3])[CH3:2].[F:20][C:21]([F:35])([F:34])[CH:22]([C:24]1[CH:29]=[CH:28][CH:27]=[C:26]([C:30]([F:33])([F:32])[F:31])[CH:25]=1)[NH2:23].O.[Cl-].COC1N=C(OC)N=C([N+]2(C)CCOCC2)N=1.Cl>CN(C)C=O>[F:20][C:21]([F:34])([F:35])[CH:22]([NH:23][C:15]([C:13]1[O:14][C:10]2[CH:9]=[C:8]([C:6]([O:5][C:1]([CH3:2])([CH3:3])[CH3:4])=[O:7])[CH:19]=[CH:18][C:11]=2[CH:12]=1)=[O:17])[C:24]1[CH:29]=[CH:28][CH:27]=[C:26]([C:30]([F:32])([F:33])[F:31])[CH:25]=1 |f:2.3.4|. Procedure details: A solution of 6-(tert-butoxycarbonyl)-1-benzofuran-2-carboxylic acid (350 mg, 1.33 mmol) and 2,2,2-trifluoro-1-[3-trifluoromethylphenyl]ethanamine (357 mg, 1.46 mmol) in N,N-dimethylformamide (5 ml) was admixed with 4-(4,6-dimethoxy[1.3.5]triazin-2-yl)-4-methylmorpholinium chloride hydrate (304 mg, 1.46 mmol) and stirred in a closed vessel at 50° C. overnight. The cooled reaction solution was admixed with hydrochloric acid (1 M) and extracted with ethyl acetate. The organic phase was washed with... Reactants: C1(=CC=CC=C1)C(C(=O)Cl)C1=CC=CC=C1 (diphenylacetyl chloride), NCCCN1CCC(CC1)C=1C=CC(=C(C1)NC(C(C)C)=O)O (N-{5-[1-(3-aminopropyl)-4-piperidinyl]-2-hydroxyphenyl}-2-methylpropanamide). Yields the product C1(=CC=CC=C1)C(C(=O)NCCCN1CCC(CC1)C=1C=CC(=C(C1)NC(C(C)C)=O)O)C1=CC=CC=C1 (N-[5-(1-{3-[(DIPHENYLACETYL)AMINO]PROPYL}-4-PIPERIDINYL)-2-HYDROXYPHENYL]-2-METHYLPROPANAMIDE). As a reaction SMILES: [C:1]1([CH:7]([C:11]2[CH:16]=[CH:15][CH:14]=[CH:13][CH:12]=2)[C:8](Cl)=[O:9])[CH:6]=[CH:5][CH:4]=[CH:3][CH:2]=1.[NH2:17][CH2:18][CH2:19][CH2:20][N:21]1[CH2:26][CH2:25][CH:24]([C:27]2[CH:28]=[CH:29][C:30]([OH:39])=[C:31]([NH:33][C:34](=[O:38])[CH:35]([CH3:37])[CH3:36])[CH:32]=2)[CH2:23][CH2:22]1>>[C:1]1([CH:7]([C:11]2[CH:16]=[CH:15][CH:14]=[CH:13][CH:12]=2)[C:8]([NH:17][CH2:18][CH2:19][CH2:20][N:21]2[CH2:22][CH2:23][CH:24]([C:27]3[CH:28]=[CH:29][C:30]([OH:39])=[C:31]([NH:33][C:34](=[O:38])[CH:35]([CH3:37])[CH3:36])[CH:32]=3)[CH2:25][CH2:26]2)=[O:9])[CH:6]=[CH:5][CH:4]=[CH:3][CH:2]=1. Reported procedure: Example 150 was prepared from diphenylacetyl chloride and N-{5-[1-(3-aminopropyl)-4-piperidinyl]-2-hydroxyphenyl}-2-methylpropanamide according to the procedures described in Scheme 8: 1H NMR (400 MHz, CDCl3) δ 8.18 (s, 1H), 7.30–7.11 (m, 10H), 7.10–6.9 (m, 2H), 6.74 (d, 1H, J=8.3 Hz), 6.63 (dd, 1H, J=8.3, 2.0 Hz), 4.93 (s, 1H), 3.51 (t, 1H, J=5.4 Hz), 3.36 (quintet, 1H, J=6.5 Hz), 3.24–3.18 (m, 2H), 3.07–3.00 (m, 2H), 2.54–2.45 (m, 3H), 2.37–2.28 (m, 1H), 2.19–2.09 (m, 2H), 1.79–1.54 (m, 4H), 1... Starting materials: S1C(=CC=C1)S(=O)(=O)Cl (2-thiophenesulphonyl chloride), O (Water), [H-].[Na+] (Sodium hydride), C1(CC1)NC(C1=CC(=C(C(=C1)C=1C=C2C(=NNC2=CC1)C)C)F)=O (N-Cyclopropyl-3-fluoro-4-methyl-5-(3-methyl-1H-indazol-5-yl)benzamide). Run in CN(C)C=O (DMF), C(Cl)(Cl)Cl (chloroform), CN(C)C=O (DMF). Reaction conditions: time 2 hour. The product is C1(CC1)NC(C1=CC(=C(C(=C1)C=1C=C2C(=NN(C2=CC1)S(=O)(=O)C=1SC=CC1)C)C)F)=O (N-Cyclopropyl-3-fluoro-4-methyl-5-[3-methyl-1-(2-thienylsulfonyl)-1H-indazol-5-yl]benzamide). The yield is 50.1%. RXN SMILES: [H-].[Na+].[CH:3]1([NH:6][C:7](=[O:26])[C:8]2[CH:13]=[C:12]([C:14]3[CH:15]=[C:16]4[C:20](=[CH:21][CH:22]=3)[NH:19][N:18]=[C:17]4[CH3:23])[C:11]([CH3:24])=[C:10]([F:25])[CH:9]=2)[CH2:5][CH2:4]1.[S:27]1[CH:31]=[CH:30][CH:29]=[C:28]1[S:32](Cl)(=[O:34])=[O:33].O>CN(C=O)C.C(Cl)(Cl)Cl>[CH:3]1([NH:6][C:7](=[O:26])[C:8]2[CH:13]=[C:12]([C:14]3[CH:15]=[C:16]4[C:20](=[CH:21][CH:22]=3)[N:19]([S:32]([C:28]3[S:27][CH:31]=[CH:30][CH:29]=3)(=[O:34])=[O:33])[N:18]=[C:17]4[CH3:23])[C:11]([CH3:24])=[C:10]([F:25])[CH:9]=2)[CH2:4][CH2:5]1 |f:0.1|. Reported procedure: Sodium hydride (60% oil dispersion, 0.008 g) was added to a stirred solution of N-cyclopropyl-3-fluoro-4-methyl-5-(3-methyl-1H-indazol-5-yl)benzamide (Example 121) (0.033 g) in dry DMF (1.5 ml) under nitrogen. After 5 min a solution of 2-thiophenesulphonyl chloride (0.038 g) in DMF (0.75 ml) was added and stirring was continued for a further 2 h. Water (1 ml) and chloroform (10 ml) were added, the mixture was passed through a hydrophobic filter and the solvent was evaporated. The residue was pur...